This data is from the Open Reaction Database (ORD), a public repository of structured organic reaction records. The task is: describe an organic reaction: reactants, conditions, products, and yield The reactants are [Br-], [Br-], [Br-], C[N+](C)(C)Cc1ccccc1, C[N+](C)(C)Cc1ccccc1, C[N+](C)(C)Cc1ccccc1, [Ca+2], O=c1n(Cc2ccc(C(F)(F)F)nc2)nc2cc(-c3ccc(Cl)cc3)ncn12, CC(Cl)Cl, O=C([O-])[O-]. The product is O=c1n(Cc2ccc(C(F)(F)F)nc2)nc2c(Br)c(-c3ccc(Cl)cc3)ncn12. RXN SMILES: [Br-:34].[Br-:35].[Br-:36].[CH3:37][N+:38]([CH3:39])([CH3:40])[CH2:41][c:42]1[cH:43][cH:44][cH:45][cH:46][cH:47]1.[CH3:48][N+:49]([CH3:50])([CH3:51])[CH2:52][c:53]1[cH:54][cH:55][cH:56][cH:57][cH:58]1.[CH3:59][N+:60]([CH3:61])([CH3:62])[CH2:63][c:64]1[cH:65][cH:66][cH:67][cH:68][cH:69]1.[Ca+2:29].[Cl:1][c:2]1[cH:3][cH:4][c:5](-[c:8]2[cH:9][c:10]3[n:11]([cH:12][n:13]2)[c:14](=[O:28])[n:15]([CH2:17][c:18]2[cH:19][n:20][c:21]([C:24]([F:25])([F:26])[F:27])[cH:22][cH:23]2)[n:16]3)[cH:6][cH:7]1.[Cl:70][CH:71]([Cl:72])[CH3:73].[O-:30][C:31](=[O:32])[O-:33]>>[Cl:1][c:2]1[cH:3][cH:4][c:5](-[c:8]2[c:9]([Br:34])[c:10]3[n:11]([cH:12][n:13]2)[c:14](=[O:28])[n:15]([CH2:17][c:18]2[cH:19][n:20][c:21]([C:24]([F:25])([F:26])[F:27])[cH:22][cH:23]2)[n:16]3)[cH:6][cH:7]1. The reactants are C(#N)CCN(CCC#N)CCCN(CCCN(CCC#N)CCC#N)CC1=CC=CC=C1 (N,N-bis(3-(N,N-bis(2-cyanoethyl)amino)propyl)benzylamine), [H][H] (hydrogen). RXN SMILES: [C:1]([CH2:3][CH2:4][N:5]([CH2:10][CH2:11][CH2:12][N:13]([CH2:26][C:27]1[CH:32]=[CH:31][CH:30]=[CH:29][CH:28]=1)[CH2:14][CH2:15][CH2:16][N:17]([CH2:22][CH2:23][C:24]#[N:25])[CH2:18][CH2:19][C:20]#[N:21])[CH2:6][CH2:7][C:8]#[N:9])#[N:2].[H][H]>O1CCOCC1>[NH2:21][CH2:20][CH2:19][CH2:18][N:17]([CH2:16][CH2:15][CH2:14][N:13]([CH2:26][C:27]1[CH:32]=[CH:31][CH:30]=[CH:29][CH:28]=1)[CH2:12][CH2:11][CH2:10][N:5]([CH2:6][CH2:7][CH2:8][NH2:9])[CH2:4][CH2:3][CH2:1][NH2:2])[CH2:22][CH2:23][CH2:24][NH2:25]. Reported procedure: 6.50 g of N,N-bis(3-(N,N-bis(2-cyanoethyl)amino)propyl)benzylamine, 0.65 g of Raney Co and 100 mL of 1,4-dioxane were charged in an autoclave and a hydrogenation reaction was carried out at an initial hydrogen pressure of 9.0 MPa at 180° C. for 2 hours. After the catalyst was removed by filtration, the obtained filtrate was concentrated to dryness to give 6.16 g of the title compound as a pale yellow oil. Product: NCCCN(CCCN)CCCN(CCCN(CCCN)CCCN)CC1=CC=CC=C1 (N,N-bis(3-(N,N-bis(3-aminopropyl)amino)propyl)benzylamine). The yield is 91.4%. Run in O1CCOCC1 (1,4-dioxane).